This data is from the Open Reaction Database (ORD), a public repository of structured organic reaction records. The task is: describe an organic reaction: reactants, conditions, products, and yield Starting materials: Cl, Cc1nnc2c3cc(-c4ccccc4)c(-c4ccc(C5OCCO5)cc4)nc3ccn12, C1COCCO1. The product is Cc1nnc2c3cc(-c4ccccc4)c(-c4ccc(C=O)cc4)nc3ccn12. RXN SMILES: [ClH:38].[O:1]1[CH:2]([c:6]2[cH:7][cH:8][c:9](-[c:12]3[n:13][c:14]4[cH:15][cH:16][n:17]5[c:18]([c:19]4[cH:20][c:21]3-[c:22]3[cH:23][cH:24][cH:25][cH:26][cH:27]3)[n:28][n:29][c:30]5[CH3:31])[cH:10][cH:11]2)[O:5][CH2:4][CH2:3]1.[O:32]1[CH2:33][CH2:34][O:35][CH2:36][CH2:37]1>>[O:1]=[CH:2][c:6]1[cH:7][cH:8][c:9](-[c:12]2[n:13][c:14]3[cH:15][cH:16][n:17]4[c:18]([c:19]3[cH:20][c:21]2-[c:22]2[cH:23][cH:24][cH:25][cH:26][cH:27]2)[n:28][n:29][c:30]4[CH3:31])[cH:10][cH:11]1.